Dataset: the Open Reaction Database (ORD), a public repository of structured organic reaction records. Task: describe an organic reaction: reactants, conditions, products, and yield The reactants are ClC1=NC=C(C(=N1)C1=C(C=C(C=C1)F)F)F (2-chloro-4-(2,4-difluorophenyl)-5-fluoropyrimidine), CS(=O)(=O)CC=1C=C(N)C=CC1 (3-[(methylsulfonyl)methyl]aniline), ClC1=NC=C(C(=N1)C1=C(C=C(C=C1)F)F)F (2-chloro-4-(2,4-difluorophenyl)-5-fluoropyrimidine), CS(=O)(=O)CC=1C=C(N)C=CC1 (3-[(methylsulfonyl)methyl]aniline). The product is FC1=C(C=CC(=C1)F)C1=NC(=NC=C1F)NC1=CC(=CC=C1)CS(=O)(=O)C (4-(2,4-Difluorophenyl)-5-fluoro-N-{3-[(methylsulfonyl)methyl]-phenyl}pyrimidin-2-amine). RXN SMILES: Cl[C:2]1[N:7]=[C:6]([C:8]2[CH:13]=[CH:12][C:11]([F:14])=[CH:10][C:9]=2[F:15])[C:5]([F:16])=[CH:4][N:3]=1.[CH3:17][S:18]([CH2:21][C:22]1[CH:23]=[C:24]([CH:26]=[CH:27][CH:28]=1)[NH2:25])(=[O:20])=[O:19]>>[F:15][C:9]1[CH:10]=[C:11]([F:14])[CH:12]=[CH:13][C:8]=1[C:6]1[C:5]([F:16])=[CH:4][N:3]=[C:2]([NH:25][C:24]2[CH:26]=[CH:27][CH:28]=[C:22]([CH2:21][S:18]([CH3:17])(=[O:20])=[O:19])[CH:23]=2)[N:7]=1. Procedure: Example 16.2 was prepared under similar conditions as described in the preparation of Example 3. using 2-chloro-4-(2,4-difluorophenyl)-5-fluoropyrimidine (Intermediate 16.1) and 3-[(methylsulfonyl)methyl]aniline (Intermediate 1.3). The batch was purified by preparative HPLC. Starting materials: C(CCCCC)C1=CC=C(C(CBr)=O)C=C1 (4-hexylphenacyl bromide), FC1=C(C=CC(=C1F)OCC)S (2,3-difluoro-4-ethoxythiophenol), FC1=C(N)C=CC(=C1F)OCC (2,3-difluoro-4-ethoxyaniline). Solvent: CCOCC (ether). The product is FC=1C(=CC2=C(SC(=C2)C2=CC=C(C=C2)CCCCCC)C1F)OCC (6,7-difluoro-2-(4-hexylphenyl)-5-ethoxybenzo[b]thiophene), Br.C(C)(=O)O (hydrobromic acid acetic acid). Reaction SMILES: [F:1][C:2]1[C:7]([F:8])=[C:6]([O:9][CH2:10][CH3:11])[CH:5]=[CH:4][C:3]=1[SH:12].FC1C(F)=C([O:22][CH2:23][CH3:24])C=CC=1N.[CH2:25]([C:31]1[CH:40]=[CH:39][C:34]([C:35](=[O:38])[CH2:36][Br:37])=[CH:33][CH:32]=1)[CH2:26][CH2:27][CH2:28][CH2:29][CH3:30]>CCOCC>[F:8][C:7]1[C:6]([O:9][CH2:10][CH3:11])=[CH:5][C:4]2[CH:36]=[C:35]([C:34]3[CH:39]=[CH:40][C:31]([CH2:25][CH2:26][CH2:27][CH2:28][CH2:29][CH3:30])=[CH:32][CH:33]=3)[S:12][C:3]=2[C:2]=1[F:1].[BrH:37].[C:23]([OH:38])(=[O:22])[CH3:24] |f:5.6|. Reported procedure: is obtained by reacting 2,3-difluoro-4-ethoxythiophenol (obtainable analogously to Reference 7 from 2,3-difluoro-4-ethoxyaniline [189751-13-1]) and 4-hexylphenacyl bromide analogously to Reference 5 to give 6,7-difluoro-2-(4-hexylphenyl)-5-ethoxybenzo[b]thiophene, ether cleavage by means of hydrobromic acid/acetic acid to give 6,7-difluoro-2-(4-hexylphenyl)-5-hydroxybenzo[b]thiophene and Williamson ether synthesis using heptyl bromide in 2-butanone in the presence of potassium carbonate. Starting materials: [Sn](Cl)Cl (tin(II)chloride), C(C)(C)[Si](C(C)C)(C(C)C)C#CC1(C=2SC3=C(C2C(C=2SC4=C(C21)C=CC=C4)(O)C#C[Si](C(C)C)(C(C)C)C(C)C)C=CC=C3)O (6,12-bis-[(triisopropylsilanyl)-ethynyl]-6,12-dihydro-dibenzo[d,d′]benzo[1,2-b;4,5-b′]dithiophene-6,12-diol). Solvent: C(C)(=O)O (acetic acid), CC(=O)C (acetone). Run at temperature 2.5 celsius. The product is C(C)(C)[Si](C(C)C)(C(C)C)C#CC1=C2SC3=C(C2=C(C=2SC4=C(C21)C=CC=C4)C#C[Si](C(C)C)(C(C)C)C(C)C)C=CC=C3 (6,12-Bis-[(triisopropylsilanyl)-ethynyl]-dibenzo[d,d′]benzo[1,2-b;4,5-b′]dithiophene). As a reaction SMILES: [Sn](Cl)Cl.[CH:4]([Si:7]([C:14]#[C:15][C:16]1(O)[C:27]2[C:26]3[CH:28]=[CH:29][CH:30]=[CH:31][C:25]=3[S:24][C:23]=2[C:22]([C:33]#[C:34][Si:35]([CH:42]([CH3:44])[CH3:43])([CH:39]([CH3:41])[CH3:40])[CH:36]([CH3:38])[CH3:37])(O)[C:21]2[C:20]3[CH:45]=[CH:46][CH:47]=[CH:48][C:19]=3[S:18][C:17]1=2)([CH:11]([CH3:13])[CH3:12])[CH:8]([CH3:10])[CH3:9])([CH3:6])[CH3:5]>C(O)(=O)C.CC(C)=O>[CH:36]([Si:35]([C:34]#[C:33][C:22]1[C:21]2[C:20]3[CH:45]=[CH:46][CH:47]=[CH:48][C:19]=3[S:18][C:17]=2[C:16]([C:15]#[C:14][Si:7]([CH:4]([CH3:6])[CH3:5])([CH:8]([CH3:10])[CH3:9])[CH:11]([CH3:13])[CH3:12])=[C:27]2[C:23]=1[S:24][C:25]1[CH:31]=[CH:30][CH:29]=[CH:28][C:26]=12)([CH:42]([CH3:44])[CH3:43])[CH:39]([CH3:40])[CH3:41])([CH3:37])[CH3:38]. Procedure details: A solution of tin(II)chloride dehydrate (2.59 g, 11.5 mmol) in 50% acetic acid (40 ml) is added within ten minutes to a solution of 6,12-bis-[(triisopropylsilanyl)-ethynyl]-6,12-dihydro-dibenzo[d,d′]benzo[1,2-b;4,5-b′]dithiophene-6,12-diol (educt 3) in acetone (35 ml). There is a slight temperature increase (2-3° C.), and formation of a yellow suspension takes place. This suspension is stirred over night at ambient temperature, and then the solid is filtered off. The solid is then washed with 50...